From a dataset of the Open Reaction Database (ORD), a public repository of structured organic reaction records. describe an organic reaction: reactants, conditions, products, and yield Starting materials: ClC=1C=C2C=3C=CN=CC3NC2=C(C1)N (6-chloro-9H-β-carboline-8-ylamine), CN1C(COC(C1)(C)C)C(=O)O (4,6,6-trimethyl-morpholine-3-carboxylic acid). Product: ClC=1C=C2C=3C=CN=CC3NC2=C(C1)NC(=O)C1N(CC(OC1)(C)C)C (4,6,6-trimethyl-morpholine-3-carboxylic acid (6-chloro-9H-β-carbolin-8-yl)-amide). The yield is 61.0%. As a reaction SMILES: [Cl:1][C:2]1[CH:3]=[C:4]2[C:12](=[C:13]([NH2:15])[CH:14]=1)[NH:11][C:10]1[CH:9]=[N:8][CH:7]=[CH:6][C:5]2=1.[CH3:16][N:17]1[CH2:22][C:21]([CH3:24])([CH3:23])[O:20][CH2:19][CH:18]1[C:25](O)=[O:26]>>[Cl:1][C:2]1[CH:3]=[C:4]2[C:12](=[C:13]([NH:15][C:25]([CH:18]3[CH2:19][O:20][C:21]([CH3:23])([CH3:24])[CH2:22][N:17]3[CH3:16])=[O:26])[CH:14]=1)[NH:11][C:10]1[CH:9]=[N:8][CH:7]=[CH:6][C:5]2=1. Procedure details: The desired compound was prepared according to Method B from 6-chloro-9H-β-carboline-8-ylamine and 4,6,6-trimethyl-morpholine-3-carboxylic acid in 61% yield.